From a dataset of the Open Reaction Database (ORD), a public repository of structured organic reaction records. describe an organic reaction: reactants, conditions, products, and yield Reactants: S(=O)(Cl)Cl (Thionyl chloride), C(C1=CC=CC=C1)OC(=O)NC(C)(C)C1=CC=C(C(=O)O)C=C1 (4-(1-benzyloxycarbonylamino-1-methylethyl)-benzoic acid). The reagents and catalysts are CN(C=O)C (dimethylformamide). Solvent: ClCCl (dichloromethane). The product is C(C1=CC=CC=C1)OC(=O)NC(C)(C)C1=CC=C(C(=O)Cl)C=C1 (4-(1-benzyloxycarbonylamino-1-methylethyl)benzoyl chloride). RXN SMILES: S(Cl)([Cl:3])=O.[CH2:5]([O:12][C:13]([NH:15][C:16]([C:19]1[CH:27]=[CH:26][C:22]([C:23](O)=[O:24])=[CH:21][CH:20]=1)([CH3:18])[CH3:17])=[O:14])[C:6]1[CH:11]=[CH:10][CH:9]=[CH:8][CH:7]=1>CN(C)C=O.ClCCl>[CH2:5]([O:12][C:13]([NH:15][C:16]([C:19]1[CH:27]=[CH:26][C:22]([C:23]([Cl:3])=[O:24])=[CH:21][CH:20]=1)([CH3:18])[CH3:17])=[O:14])[C:6]1[CH:11]=[CH:10][CH:9]=[CH:8][CH:7]=1. Reported procedure: Thionyl chloride (0.21 ml) and dimethylformamide (2 drops) were added to a solution of 4-(1-benzyloxycarbonylamino-1-methylethyl)-benzoic acid (780 mg) in dichloromethane (10 ml), and the mixture was refluxed under heating for 1 hour. After the reaction, the solvent was evaporated under reduced pressure to give 4-(1-benzyloxycarbonylamino-1-methylethyl)benzoyl chloride as crystals. Then, the crystals were dissolved in acetonitrile (10 ml), and the solution was dropwise added to a solution of 4-a... The reactants are CC1=CC=C(S1)CN (5-methylthiophen-2-ylmethylamine), FC1=C(C(=O)O)C=CN=C1 (3-fluoroisonicotinic acid). The product is CC1=CC=C(S1)CNC=1C=NC=CC1C(=O)O (3-{[(5-methylthiophen-2-yl)methyl]amino}pyridine-4-carboxylic acid). The yield is 7.0%. As a reaction SMILES: [CH3:1][C:2]1[S:6][C:5]([CH2:7][NH2:8])=[CH:4][CH:3]=1.F[C:10]1[CH:18]=[N:17][CH:16]=[CH:15][C:11]=1[C:12]([OH:14])=[O:13]>>[CH3:1][C:2]1[S:6][C:5]([CH2:7][NH:8][C:15]2[CH:16]=[N:17][CH:18]=[CH:10][C:11]=2[C:12]([OH:14])=[O:13])=[CH:4][CH:3]=1. Procedure: The title compound was prepared in 7% yield from 5-methylthiophen-2-ylmethylamine and 3-fluoroisonicotinic acid according to the procedure for the preparation of Example 3. 1H NMR (400 MHz, DMSO-d6): δ 8.27 (br s, 1H), 7.84 (br s, 1H), 7.57 (d, 1H, J=4.8 Hz), 6.87 (d, 1H, 3.2 Hz), 6.65 (d, 1H, J=2.3 Hz), 4.65 (s, 2H), 2.38 (s, 3H). [M+H] calc'd for C12H12N2O2S, 249. found 249. Reactants: [OH-].[Na+] (sodium hydroxide), ClC1=CC=C(N=N1)N1CCN2CCC1CC2 (4-(6-chloro-pyridazin-3-yl)-1,4-diazabicyclo[3.2.2]nonane), C1(=CC=CC=C1)S (thiophenol), C([O-])([O-])=O.[Cs+].[Cs+] (caesium carbonate), CN(C)C=O (DMF). Conditions: temperature 125 celsius, time 15 hour. Product: C(\C=C\C(=O)O)(=O)O.C1(=CC=CC=C1)SC1=CC=C(N=N1)N1CCN2CCC1CC2 (4-(6-Phenylsulfanyl-pyridazin-3-yl)-1,4-diaza-bicyclo[3.2.2]nonane fumaric acid salt). RXN SMILES: Cl[C:2]1[N:7]=[N:6][C:5]([N:8]2[CH:14]3[CH2:15][CH2:16][N:11]([CH2:12][CH2:13]3)[CH2:10][CH2:9]2)=[CH:4][CH:3]=1.[C:17]1([SH:23])[CH:22]=[CH:21][CH:20]=[CH:19][CH:18]=1.[C:24](=[O:27])([O-:26])[O-].[Cs+].[Cs+].[OH-:30].[Na+].CN([CH:35]=[O:36])C>>[C:35]([OH:36])(=[O:30])/[CH:15]=[CH:16]/[C:24]([OH:26])=[O:27].[C:17]1([S:23][C:2]2[N:7]=[N:6][C:5]([N:8]3[CH:14]4[CH2:15][CH2:16][N:11]([CH2:12][CH2:13]4)[CH2:10][CH2:9]3)=[CH:4][CH:3]=2)[CH:22]=[CH:21][CH:20]=[CH:19][CH:18]=1 |f:2.3.4,5.6,8.9|. Procedure: A mixture of 4-(6-chloro-pyridazin-3-yl)-1,4-diazabicyclo[3.2.2]nonane (0.27 g; 1.1 mmol) thiophenol (0.96 g; 8.4 mmol), caesium carbonate (369 mg; 1.1 mmol) and DMF (1 ml) was stirred at 125° C. for 15 hours. Aqueous sodium hydroxide (5 ml; 4M) was added. The mixture was extracted with dichloromethane (3×5 ml). Chromatography on silica gel with dichloromethane, 10% methanol and 1% aqueous ammonia as solvent gave the title compound as an oil. Yield 0.32 g (93%). The corresponding salt was obtain... The reactants are ClC1=C(C(=O)O)C=CC(=N1)C (2-chloro-6-methylnicotinic acid), C(C1=CC=CC=C1)O (benzyl alcohol), C(C)N=C=NCCCN(C)C (1-ethyl-3-(3′-dimethylaminopropyl) carbodiimide). The reagents and catalysts are CN(C1=CC=NC=C1)C (4-dimethylaminopyridine). The solvent is CN(C)C=O (DMF), C(C)(=O)OCC (ethyl acetate). Run at time 8 hour. Product: C(C1=CC=CC=C1)OC(C1=C(N=C(C=C1)C)Cl)=O (2-Chloro-6-methylnicotinic acid benzyl ester). Yield: 78.7%. RXN SMILES: [Cl:1][C:2]1[N:10]=[C:9]([CH3:11])[CH:8]=[CH:7][C:3]=1[C:4]([OH:6])=[O:5].[CH2:12](O)[C:13]1[CH:18]=[CH:17][CH:16]=[CH:15][CH:14]=1.C(N=C=NCCCN(C)C)C>CN(C)C1C=CN=CC=1.CN(C=O)C.C(OCC)(=O)C>[CH2:12]([O:5][C:4](=[O:6])[C:3]1[CH:7]=[CH:8][C:9]([CH3:11])=[N:10][C:2]=1[Cl:1])[C:13]1[CH:18]=[CH:17][CH:16]=[CH:15][CH:14]=1. Procedure: To a solution of 2-chloro-6-methylnicotinic acid (3.0 g), benzyl alcohol (2.27 g), 4-dimethylaminopyridine (2.56 g) in DMF (10 mL) was added 1-ethyl-3-(3′-dimethylaminopropyl) carbodiimide (WSC) hydrochloride (4.02 g). The mixture was stirred at room temperature overnight. The reaction mixture was diluted with ethyl acetate, washed successively with water, saturated aqueous sodium bicarbonate, water, and saturated brine, dried over anhydrous sodium sulfate, and concentrated. The residue was puri... The reactants are BrC=1C=C(C(=NC1)C(F)F)C(=O)OCC (ethyl 5-bromo-2-(difluoromethyl)pyridine-3-carboxylate), CN(C)C=O (DMF). Reagents/catalysts: [C-]#N.[Zn+2].[C-]#N (zinc(II) cyanide), C1(=CC=CC=C1)P(C1=CC=CC=C1)(C1=CC=CC=C1)[Pd](P(C1=CC=CC=C1)(C1=CC=CC=C1)C1=CC=CC=C1)(P(C1=CC=CC=C1)(C1=CC=CC=C1)C1=CC=CC=C1)P(C1=CC=CC=C1)(C1=CC=CC=C1)C1=CC=CC=C1 (tetrakis(triphenylphosphino)palladium). Solvent: O (water). Reaction conditions: temperature 100 celsius. The product is C(#N)C=1C=C(C(=NC1)C(F)F)C(=O)OCC (Ethyl 5-cyano-2-(difluoromethyl)pyridine-3-carboxylate). As a reaction SMILES: Br[C:2]1[CH:3]=[C:4]([C:11]([O:13][CH2:14][CH3:15])=[O:12])[C:5]([CH:8]([F:10])[F:9])=[N:6][CH:7]=1.[CH3:16][N:17](C=O)C>O.[C-]#N.[Zn+2].[C-]#N.C1(P([Pd](P(C2C=CC=CC=2)(C2C=CC=CC=2)C2C=CC=CC=2)(P(C2C=CC=CC=2)(C2C=CC=CC=2)C2C=CC=CC=2)P(C2C=CC=CC=2)(C2C=CC=CC=2)C2C=CC=CC=2)(C2C=CC=CC=2)C2C=CC=CC=2)C=CC=CC=1>[C:16]([C:2]1[CH:3]=[C:4]([C:11]([O:13][CH2:14][CH3:15])=[O:12])[C:5]([CH:8]([F:10])[F:9])=[N:6][CH:7]=1)#[N:17] |f:3.4.5|. Procedure: In a flask, dissolve ethyl 5-bromo-2-(difluoromethyl)pyridine-3-carboxylate (150 g, 536 mmol, 1.0 equiv) in DMF (1.5 L). Degas the resulting mixture by evacuating then backfilling the flask with nitrogen three times. Add zinc(II) cyanide (51 g, 434 mmol, 0.81 equiv), followed by tetrakis(triphenylphosphino)palladium (25.2 g, 21.8 mmol, 0.04 equiv). Heat the resulting suspension to an internal temperature of 100° C. for 3 h. Cool the mixture to room temperature; dilute with water (2 L); and extra... The reactants are [N+](=O)([O-])C=1C=C(C=CC1)C(C=O)C (2-(3-nitrophenyl)propanal), [BH4-].[Na+] (sodium borohydride). The solvent is C(C)O (ethanol), [Cl-].[Na+].O (brine). Conditions: time 1 hour. Product: [N+](=O)([O-])C=1C=C(C=CC1)C(CO)C (2-(3-Nitrophenyl)propan-1-ol). Isolated yield 82.4%. As a reaction SMILES: [N+:1]([C:4]1[CH:5]=[C:6]([CH:10]([CH3:13])[CH:11]=[O:12])[CH:7]=[CH:8][CH:9]=1)([O-:3])=[O:2].[BH4-].[Na+]>C(O)C.[Cl-].[Na+].O>[N+:1]([C:4]1[CH:5]=[C:6]([CH:10]([CH3:13])[CH2:11][OH:12])[CH:7]=[CH:8][CH:9]=1)([O-:3])=[O:2] |f:1.2,4.5.6|. Procedure: In ethanol (100 ml) was dissolved 7.531 g of 2-(3-nitrophenyl)propanal. Under ice-cooling, sodium borohydride (1.9 g) was added thereto, followed by stirring at room temperature for 1 hour. To the mixture was added brine, followed by extracting with ethyl acetate. The extract was washed with brine, dried over anhydrous magnesium sulfate and the solvent was evaporated. The resulting residue was purified by silica gel column, to give the title compound (6.275 g, 57.19% in 3 steps) as a brown oil.